From a dataset of the Open Reaction Database (ORD), a public repository of structured organic reaction records. describe an organic reaction: reactants, conditions, products, and yield The reactants are O (water), C(#N)C1=C(OC2=CC(=NC=N2)OC2=C(C=CC=C2)/C(/C(=O)OC)=C\OC)C=CC=C1 ((E)-methyl 2-[2-(6-(2-cyanophenoxy)pyrimidin-4-yloxy)phenyl]-3-methoxypropenoate), [Mn](=O)(=O)(=O)[O-].[K+] (potassium permanganate). The reagents and catalysts are S(=O)(=O)(O)[O-].C(CCCCC)[N+](CCCCCC)(CCCCCC)CCCCCC (tetra-n-hexylammonium hydrogen sulphate). Solvent: ClCCl (dichloromethane). Run at time 16 hour. Yields the product C(#N)C1=C(OC2=CC(=NC=N2)OC2=C(C=CC=C2)C(C(=O)OC)=O)C=CC=C1 (methyl 2-[2-(6-(2-cyanophenoxy)pyrimidin-4-yloxy)phenyl]-ketoacetate). The yield is 70.6%. Reaction SMILES: O.[C:2]([C:4]1[CH:31]=[CH:30][CH:29]=[CH:28][C:5]=1[O:6][C:7]1[N:12]=[CH:11][N:10]=[C:9]([O:13][C:14]2[CH:19]=[CH:18][CH:17]=[CH:16][C:15]=2/[C:20](=C\OC)/[C:21]([O:23][CH3:24])=[O:22])[CH:8]=1)#[N:3].[Mn]([O-])(=O)(=O)=[O:33].[K+]>ClCCl.S([O-])(O)(=O)=O.C([N+](CCCCCC)(CCCCCC)CCCCCC)CCCCC>[C:2]([C:4]1[CH:31]=[CH:30][CH:29]=[CH:28][C:5]=1[O:6][C:7]1[N:12]=[CH:11][N:10]=[C:9]([O:13][C:14]2[CH:19]=[CH:18][CH:17]=[CH:16][C:15]=2[C:20](=[O:33])[C:21]([O:23][CH3:24])=[O:22])[CH:8]=1)#[N:3] |f:2.3,5.6|. Procedure: To a vigorously stirred mixture of water (20 ml) and a solution of (E)-methyl 2-[2-(6-(2-cyanophenoxy)pyrimidin-4-yloxy)phenyl]-3-methoxypropenoate (3.2 g, 7.94 mmol) in dichloromethane (20 ml) was added potassium permanganate (2.5 g, 15.9 mmol) in one portion and tetra-n-hexylammonium hydrogen sulphate (200 mg). The reaction mixture was stirred overnight (16 hours) and then filtered. The filter was washed through with ether and water and then the combined filtrates were extracted with ether (×3... Starting materials: Cl.Cl.NC(C(=O)N)C1CN=CNC1 (Amino(1,4,5,6-tetrahydropyrimidine-5-yl)acetamide dihydrochloride), C1(=NNCCCCCCCC1)C1=CCCCCCCCCC1 (diazabicycloundecene), C(C1=CC=CC=C1)(C1=CC=CC=C1)(C1=CC=CC=C1)Cl (tritylchloride). The solvent is CN(C)C=O (DMF). Yields the product NC(C(=O)N)C1CN=CN(C1)C(C1=CC=CC=C1)(C1=CC=CC=C1)C1=CC=CC=C1 (Amino(1-triphenylmethyl-1,4,5,6-tetrahydropyrimidin-5-yl)acetamide). The yield is 71.0%. RXN SMILES: Cl.Cl.[NH2:3][CH:4]([CH:8]1[CH2:13][NH:12][CH:11]=[N:10][CH2:9]1)[C:5]([NH2:7])=[O:6].C1(C2CCCCCCCCCC=2)CCCCCCCCNN=1.[C:36](Cl)([C:49]1[CH:54]=[CH:53][CH:52]=[CH:51][CH:50]=1)([C:43]1[CH:48]=[CH:47][CH:46]=[CH:45][CH:44]=1)[C:37]1[CH:42]=[CH:41][CH:40]=[CH:39][CH:38]=1>CN(C=O)C>[NH2:3][CH:4]([CH:8]1[CH2:13][N:12]([C:36]([C:37]2[CH:42]=[CH:41][CH:40]=[CH:39][CH:38]=2)([C:49]2[CH:50]=[CH:51][CH:52]=[CH:53][CH:54]=2)[C:43]2[CH:44]=[CH:45][CH:46]=[CH:47][CH:48]=2)[CH:11]=[N:10][CH2:9]1)[C:5]([NH2:7])=[O:6] |f:0.1.2|. Reported procedure: Amino(1,4,5,6-tetrahydropyrimidine-5-yl)acetamide dihydrochloride (1.33 g, 5.8 mmol), diazabicycloundecene (DBU, 2.6 ml, 17.4 mmol), and tritylchloride (1.61 g, 5.8 mmol) are dissolved in anhydrous DMF (20 ml) with stirring under nitrogen at room temperature. After 18 hours stirring the suspension is evaporated in vacuo, and the residue chromatographed (silica, chloroform/methanol, 9:1) to yield 1.64 g (71%) white crystalline solid, identified by 300 MHz nmr and ms m/z=398. Starting materials: C(C)(C)(C)OC(NC1=C(C=C(C(=C1)N1CCSCC1)C(F)(F)F)[N+](=O)[O-])=O ((2-nitro-5-thiomorpholin-4-yl-4-trifluoromethyl-phenyl)-carbamic acid tert.-butyl ester), O.O.Cl[Sn]Cl (SnCl2.2H2O). Product: C(C)(C)(C)OC(NC1=C(C=C(C(=C1)N1CCSCC1)C(F)(F)F)N)=O ((2-Amino-5-thiomorpholin-4-yl-4-trifluoromethyl-phenyl)-carbamic Acid tert.-Butyl Ester), solid. RXN SMILES: [C:1]([O:5][C:6](=[O:27])[NH:7][C:8]1[CH:13]=[C:12]([N:14]2[CH2:19][CH2:18][S:17][CH2:16][CH2:15]2)[C:11]([C:20]([F:23])([F:22])[F:21])=[CH:10][C:9]=1[N+:24]([O-])=O)([CH3:4])([CH3:3])[CH3:2].O.O.Cl[Sn]Cl>>[C:1]([O:5][C:6](=[O:27])[NH:7][C:8]1[CH:13]=[C:12]([N:14]2[CH2:15][CH2:16][S:17][CH2:18][CH2:19]2)[C:11]([C:20]([F:21])([F:22])[F:23])=[CH:10][C:9]=1[NH2:24])([CH3:4])([CH3:2])[CH3:3] |f:1.2.3|. Procedure details: The title compound was prepared from (2-nitro-5-thiomorpholin-4-yl-4-trifluoromethyl-phenyl)-carbamic acid tert.-butyl ester (Example B2) (1.2 g, 2.95 mmol) by reduction with SnCl2.2H2O according to the general procedure J (method b). Obtained as a yellow solid (978 mg).